The task is: describe an organic reaction: reactants, conditions, products, and yield. This data is from the Open Reaction Database (ORD), a public repository of structured organic reaction records. Reactants: C(C)OC(=O)C=1C=NC2=C(C=CC=C2C1NC1CCCC1)OC (4-cyclopentylamino-8-methoxy-quinoline-3-carboxylic acid ethyl ester), CC(CC)N=C=O (2-butyl isocyanate). Yields the product C(C)(CC)N1C(N(C2=C(C=NC=3C(=CC=CC23)OC)C1=O)C1CCCC1)=O (3-sec-Butyl-1-cyclopentyl-7-methoxy-1H-pyrimido[5,4-c]quinoline-2,4-dione). Yield: 68.0%. RXN SMILES: C(O[C:4]([C:6]1[CH:7]=[N:8][C:9]2[C:14]([C:15]=1[NH:16][CH:17]1[CH2:21][CH2:20][CH2:19][CH2:18]1)=[CH:13][CH:12]=[CH:11][C:10]=2[O:22][CH3:23])=[O:5])C.[CH3:24][CH:25]([N:28]=[C:29]=[O:30])[CH2:26][CH3:27]>>[CH:25]([N:28]1[C:4](=[O:5])[C:6]2[CH:7]=[N:8][C:9]3[C:10]([O:22][CH3:23])=[CH:11][CH:12]=[CH:13][C:14]=3[C:15]=2[N:16]([CH:17]2[CH2:18][CH2:19][CH2:20][CH2:21]2)[C:29]1=[O:30])([CH2:26][CH3:27])[CH3:24]. Reported procedure: 3-sec-Butyl-1-cyclopentyl-7-methoxy-1H-pyrimido[5,4-c]quinoline-2,4-dione (25 mg) was prepared from 4-cyclopentylamino-8-methoxy-quinoline-3-carboxylic acid ethyl ester (0.10 mmol) and 2-butyl isocyanate (0.4 mmol) following general procedure C. LCMS: m/z 368 [M+1]+. Starting materials: C=CCCl, CS(C)=O, [Na+], [OH-], O=C(c1ccccc1)C(O)c1ccccc1. Product: C=CCC(O)(C(=O)c1ccccc1)c1ccccc1. Reaction SMILES: [CH2:19]([CH:20]=[CH2:21])[Cl:22].[CH3:23][S:24]([CH3:25])=[O:26].[Na+:2].[OH-:1].[OH:3][CH:4]([C:5](=[O:6])[c:7]1[cH:8][cH:9][cH:10][cH:11][cH:12]1)[c:13]1[cH:14][cH:15][cH:16][cH:17][cH:18]1>>[OH:3][C:4]([C:5](=[O:6])[c:7]1[cH:8][cH:9][cH:10][cH:11][cH:12]1)([c:13]1[cH:14][cH:15][cH:16][cH:17][cH:18]1)[CH2:21][CH:20]=[CH2:19]. The reactants are C32H38N6O3, C1(=CC=CC=C1)N(C(=O)C1=CC2=C(N(C(=N2)CN(CCCC)C2=CC=C(C=C2)C#N)C)C=C1)CCC(=O)OCC (1-methyl-2-[N-(4-cyanophenyl)-N-(n-butyl)aminomethyl]benzimidazol-5-yl-carboxylic acid-N-phenyl-N-(2-ethoxycarbonylethyl)amide), Cl (hydrochloric acid), C([O-])([O-])=O.[NH4+].[NH4+] (ammonium carbonate). Solvent: C(C)O (ethanol). Product: Cl.C1(=CC=CC=C1)N(C(=O)C1=CC2=C(N(C(=N2)CN(CCCC)C2=CC=C(C=C2)C(N)=N)C)C=C1)CCC(=O)OCC (1-Methyl-2-[N-(4-amidinophenyl)-N-(n-butyl)aminomethyl]benzimidazol-5-yl-carboxylic acid-N-phenyl-N-(2-ethoxycarbonylethyl)amide hydrochloride). The yield is 62.0%. Reaction SMILES: [C:1]1([N:7]([CH2:34][CH2:35][C:36]([O:38][CH2:39][CH3:40])=[O:37])[C:8]([C:10]2[CH:33]=[CH:32][C:13]3[N:14]([CH3:31])[C:15]([CH2:17][N:18]([C:23]4[CH:28]=[CH:27][C:26]([C:29]#[N:30])=[CH:25][CH:24]=4)[CH2:19][CH2:20][CH2:21][CH3:22])=[N:16][C:12]=3[CH:11]=2)=[O:9])[CH:6]=[CH:5][CH:4]=[CH:3][CH:2]=1.[ClH:41].C(=O)([O-])[O-].[NH4+:46].[NH4+]>C(O)C>[ClH:41].[C:1]1([N:7]([CH2:34][CH2:35][C:36]([O:38][CH2:39][CH3:40])=[O:37])[C:8]([C:10]2[CH:33]=[CH:32][C:13]3[N:14]([CH3:31])[C:15]([CH2:17][N:18]([C:23]4[CH:24]=[CH:25][C:26]([C:29](=[NH:46])[NH2:30])=[CH:27][CH:28]=4)[CH2:19][CH2:20][CH2:21][CH3:22])=[N:16][C:12]=3[CH:11]=2)=[O:9])[CH:6]=[CH:5][CH:4]=[CH:3][CH:2]=1 |f:2.3.4,6.7|. Reported procedure: Prepared analogously to Example 25d from 1-methyl-2-[N-(4-cyanophenyl)-N-(n-butyl)aminomethyl]benzimidazol-5-yl-carboxylic acid-N-phenyl-N-(2-ethoxycarbonylethyl)amide, ethanolic hydrochloric acid, ethanol, and ammonium carbonate. Yield: 62% of theory, C32H38N6O3 (554.7); EKA mass spectrum: (M+H)+=555; (M+H+Na)++=289; (M+2H)++=278. Reactants: C(C)OC(C=CC1=CNC2=CN=C(C=C21)N2N=CN=C2)=O (Ethyl-3-(5-(1,2,4-triazol-1-yl)-1H-pyrrolo[2,3-c]pyridin-3-yl)prop-2-enoate), C1N2CN3CN1CN(C2)C3 (hexamethylenetetramine), C(C)(=O)O (acetic acid). The product is C(=O)C1=CNC2=CN=C(C=C21)N2C=NN=C2 (3-Formyl-5-(1,2,4-triazol-4-yl)-1H-pyrrolo[2,3-c]pyridine). The yield is 38.0%. Reaction SMILES: C(OC(=O)C=[CH:6][C:7]1[C:15]2[C:10](=[CH:11][N:12]=[C:13]([N:16]3[CH:20]=[N:19]C=N3)[CH:14]=2)[NH:9][CH:8]=1)C.C1N2CN3[CH2:31][N:25](C2)CN1C3.C(O)(=[O:34])C>>[CH:6]([C:7]1[C:15]2[C:10](=[CH:11][N:12]=[C:13]([N:16]3[CH:20]=[N:19][N:25]=[CH:31]3)[CH:14]=2)[NH:9][CH:8]=1)=[O:34]. Procedure details: A mixture of Intermediate 5 (1.62 g, 8.7 mmol) and hexamethylenetetramine (1.47 g, 10.5 mmol) was refluxed in 33% aqueous acetic acid (10 mL) for 75 min. The mixture was cooled in ice for 2 hours and the precipitate was collected by filtration to give the title compound (0.71 g, 38%) as a beige solid. The filtrate was evaporated and the residue chromatographed on silica eluting with 10% MeOH in DCM to give the title compound (0.39 g, 21%) (overall yield 59%), as a yellow solid. mp 155° C. (dec.)... RXN SMILES: [Ag:30]=[O:31].[CH2:17]([CH2:18][c:19]1[cH:20][cH:21][cH:22][cH:23][cH:24]1)[Br:25].[CH3:1][O:2][c:3]1[cH:4][c:5]([CH:11]2[CH2:12][NH:13][CH2:14][CH2:15][CH2:16]2)[cH:6][cH:7][c:8]1[O:9][CH3:10].[CH:26]([Cl:27])([Cl:28])[Cl:29]>>[CH3:1][O:2][c:3]1[cH:4][c:5]([CH:11]2[CH2:12][N:13]([CH2:17][CH2:18][c:19]3[cH:20][cH:21][cH:22][cH:23][cH:24]3)[CH2:14][CH2:15][CH2:16]2)[cH:6][cH:7][c:8]1[O:9][CH3:10]. Yields the product COc1ccc(C2CCCN(CCc3ccccc3)C2)cc1OC. Reactants: O=[Ag], BrCCc1ccccc1, COc1ccc(C2CCCNC2)cc1OC, ClC(Cl)Cl. Conditions: temperature 60 celsius. Isolated yield 78.7%. Product: C(\C=C/C(=O)O)(=O)O.C(C)(C)(C)C1=NN(C(=C1)NC(=O)NC1=CC=C(C2=CC=CC=C12)OCC1=CC(=NC=C1)NC1=NC(=CN=C1)CC)C1=CC=C(C=C1)C (1-(3-(tert-butyl)-1-(p-tolyl)-1H-pyrazol-5-yl)-3-(4-((2-((6-ethylpyrazin-2-yl)amino)pyridin-4-yl)methoxy)naphthalen-1-yl)urea maleate). Solvent: CC(CC)=O (2-Butanone), CC(CC)=O (2-butanone). Procedure: 2-Butanone (750 mL) was added to 1-(3-(tert-butyl)-1-(p-tolyl)-1H-pyrazol-5-yl)-3-(4-((2-((6-ethylpyrazin-2-yl)amino)pyridin-4-yl)methoxy)naphthalen-1-yl)urea (7.50 g) and the mixture was stirred. The mixture was warmed to 60° C. over 20 min. A solution of maleic acid (1.39 g) in 2-butanone (12 mL) was added to the mixture over 5 min. Spontaneous crystallisation occurred after approximately half of the maleic acid solution was added. The mixture was stirred for 30 min at 60° C. then cooled to 5°... Reactants: C(C)(C)(C)C1=NN(C(=C1)NC(=O)NC1=CC=C(C2=CC=CC=C12)OCC1=CC(=NC=C1)NC1=NC(=CN=C1)CC)C1=CC=C(C=C1)C (1-(3-(tert-butyl)-1-(p-tolyl)-1H-pyrazol-5-yl)-3-(4-((2-((6-ethylpyrazin-2-yl)amino)pyridin-4-yl)methoxy)naphthalen-1-yl)urea), C(\C=C/C(=O)O)(=O)O (maleic acid). RXN SMILES: [C:1]([C:5]1[CH:9]=[C:8]([NH:10][C:11]([NH:13][C:14]2[C:23]3[C:18](=[CH:19][CH:20]=[CH:21][CH:22]=3)[C:17]([O:24][CH2:25][C:26]3[CH:31]=[CH:30][N:29]=[C:28]([NH:32][C:33]4[CH:38]=[N:37][CH:36]=[C:35]([CH2:39][CH3:40])[N:34]=4)[CH:27]=3)=[CH:16][CH:15]=2)=[O:12])[N:7]([C:41]2[CH:46]=[CH:45][C:44]([CH3:47])=[CH:43][CH:42]=2)[N:6]=1)([CH3:4])([CH3:3])[CH3:2].[C:48]([OH:55])(=[O:54])/[CH:49]=[CH:50]\[C:51]([OH:53])=[O:52]>CC(=O)CC>[C:48]([OH:55])(=[O:54])/[CH:49]=[CH:50]\[C:51]([OH:53])=[O:52].[C:1]([C:5]1[CH:9]=[C:8]([NH:10][C:11]([NH:13][C:14]2[C:23]3[C:18](=[CH:19][CH:20]=[CH:21][CH:22]=3)[C:17]([O:24][CH2:25][C:26]3[CH:31]=[CH:30][N:29]=[C:28]([NH:32][C:33]4[CH:38]=[N:37][CH:36]=[C:35]([CH2:39][CH3:40])[N:34]=4)[CH:27]=3)=[CH:16][CH:15]=2)=[O:12])[N:7]([C:41]2[CH:42]=[CH:43][C:44]([CH3:47])=[CH:45][CH:46]=2)[N:6]=1)([CH3:4])([CH3:2])[CH3:3] |f:3.4|.